This data is from the Open Reaction Database (ORD), a public repository of structured organic reaction records. The task is: describe an organic reaction: reactants, conditions, products, and yield The reactants are COC1=C(C=CCCl)C=CC=C1 (2-methoxy-cinnamyl chloride), NC=1SC=2CCNCCC2N1 (2-amino-4,5,7,8-tetrahydro-6H-thiazolo[5,4-d]azepine). Run in C(Cl)(Cl)Cl (chloroform). Product: NC=1SC=2CCN(CCC2N1)CC=CC1=C(C=CC=C1)OC (2-Amino-6-(3-(2-methoxy-phenyl)allyl)-4,5,7,8-tetrahydro-6H-thiazolo[5,4-d]azepine). Yield: 13.0%. As a reaction SMILES: [CH3:1][O:2][C:3]1[CH:12]=[CH:11][CH:10]=[CH:9][C:4]=1[CH:5]=[CH:6][CH2:7]Cl.[NH2:13][C:14]1[S:15][C:16]2[CH2:17][CH2:18][NH:19][CH2:20][CH2:21][C:22]=2[N:23]=1>C(Cl)(Cl)Cl>[NH2:13][C:14]1[S:15][C:16]2[CH2:17][CH2:18][N:19]([CH2:7][CH:6]=[CH:5][C:4]3[CH:9]=[CH:10][CH:11]=[CH:12][C:3]=3[O:2][CH3:1])[CH2:20][CH2:21][C:22]=2[N:23]=1. Reported procedure: Prepared from 2-methoxy-cinnamyl chloride and 2 equivalents of 2-amino-4,5,7,8-tetrahydro-6H-thiazolo[5,4-d]azepine in chloroform. Yield: 13% of theory, Melting point: 80°-84° C.